From a dataset of the Open Reaction Database (ORD), a public repository of structured organic reaction records. describe an organic reaction: reactants, conditions, products, and yield Starting materials: O=C([O-])[O-], CCO, Fc1cnccc1-c1nc2cc(C(F)(F)F)ccc2o1, [K+], [K+]. The product is CCOc1cnccc1-c1nc2cc(C(F)(F)F)ccc2o1. Reaction SMILES: [C:21](=[O:22])([O-:23])[O-:24].[CH3:27][CH2:28][OH:29].[F:1][c:2]1[cH:3][n:4][cH:5][cH:6][c:7]1-[c:8]1[o:9][c:10]2[c:11]([n:12]1)[cH:13][c:14]([C:17]([F:18])([F:19])[F:20])[cH:15][cH:16]2.[K+:25].[K+:26]>>[c:2]1([O:29][CH2:28][CH3:27])[cH:3][n:4][cH:5][cH:6][c:7]1-[c:8]1[o:9][c:10]2[c:11]([n:12]1)[cH:13][c:14]([C:17]([F:18])([F:19])[F:20])[cH:15][cH:16]2. Starting materials: O=C([O-])[O-], COS(=O)(=O)OC, CC(C)=O, [K+], [K+], O=C1CCCCc2cc(O)c(O)cc21. Yields the product COc1cc2c(cc1O)C(=O)CCCC2. As a reaction SMILES: [C:22](=[O:23])([O-:24])[O-:25].[CH3:15][O:16][S:17]([O:18][CH3:19])(=[O:20])=[O:21].[CH3:28][C:29](=[O:30])[CH3:31].[K+:26].[K+:27].[OH:1][c:2]1[c:3]([OH:14])[cH:4][c:5]2[c:6]([cH:13]1)[CH2:7][CH2:8][CH2:9][CH2:10][C:11]2=[O:12]>>[O:1]([c:2]1[c:3]([OH:14])[cH:4][c:5]2[c:6]([cH:13]1)[CH2:7][CH2:8][CH2:9][CH2:10][C:11]2=[O:12])[CH3:15]. Reactants: ClC1=NN2C(C(=CC=C2)C2=CC=C(C=C2)F)=N1 (2-chloro-8-(4-fluoro-phenyl)-[1,2,4]-triazolo[1,5-a]pyridine), C(C)(C)(C)OC(=O)N1CCC(CC1)C1=CC=C(C=C1)N (4-(4-amino-phenyl)-piperidine-1-carboxylic acid tert-butyl ester), 311b. Product: C(C)(C)(C)OC(=O)N1CCC(CC1)C1=CC=C(C=C1)NC1=NN2C(C(=CC=C2)C2=CC=C(C=C2)F)=N1 (4-{4-[8-(4-Fluoro-phenyl)-[1,2,4]-triazolo[1,5-a]pyridin-2-ylamino]-phenyl}-piperidine-1-carboxylic acid tert-butyl ester). RXN SMILES: Cl[C:2]1[N:17]=[C:5]2[C:6]([C:10]3[CH:15]=[CH:14][C:13]([F:16])=[CH:12][CH:11]=3)=[CH:7][CH:8]=[CH:9][N:4]2[N:3]=1.[C:18]([O:22][C:23]([N:25]1[CH2:30][CH2:29][CH:28]([C:31]2[CH:36]=[CH:35][C:34]([NH2:37])=[CH:33][CH:32]=2)[CH2:27][CH2:26]1)=[O:24])([CH3:21])([CH3:20])[CH3:19]>>[C:18]([O:22][C:23]([N:25]1[CH2:30][CH2:29][CH:28]([C:31]2[CH:36]=[CH:35][C:34]([NH:37][C:2]3[N:17]=[C:5]4[C:6]([C:10]5[CH:15]=[CH:14][C:13]([F:16])=[CH:12][CH:11]=5)=[CH:7][CH:8]=[CH:9][N:4]4[N:3]=3)=[CH:33][CH:32]=2)[CH2:27][CH2:26]1)=[O:24])([CH3:21])([CH3:19])[CH3:20]. Reported procedure: 4-{4-[8-(4-Fluoro-phenyl)-[1,2,4]-triazolo[1,5-a]pyridin-2-ylamino]-phenyl}-piperidine-1-carboxylic acid tert-butyl ester was prepared from 2-chloro-8-(4-fluoro-phenyl)-[1,2,4]-triazolo[1,5-a]pyridine (0.190 g, 0.767 mmol) and 4-(4-amino-phenyl)-piperidine-1-carboxylic acid tert-butyl ester (0.254 g, 0.921 mmol) in a manner analogous to Example 311a and 311b to give product. MP=88-91° C. 1H NMR (400 MHz, (D3C)2SO, δ, ppm): 9.65 (s, 1H), 8.79 (d, 1H), 8.22 (m, 2H), 7.82 (d, 1H), 7.60 (d, 2H), 7.3... The reactants are O=C([O-])O, CCCN(CCC)C(=O)CCl, [I-], Nc1nc(N)c(C(=O)N=C2NCC3(CCN(C(=O)c4cccc(S(=O)(=O)NCC5(C(=O)O)CCC5)c4)CC3)N2)nc1Cl, [Na+], [Na+], CN(C)C=O. The product is CCCN(CCC)C(=O)COC(=O)C1(CNS(=O)(=O)c2cccc(C(=O)N3CCC4(CC3)CNC(=NC(=O)c3nc(Cl)c(N)nc3N)N4)c2)CCC1. RXN SMILES: [C:54](=[O:55])([OH:56])[O-:57].[Cl:43][CH2:44][C:45](=[O:46])[N:47]([CH2:48][CH2:49][CH3:50])[CH2:51][CH2:52][CH3:53].[I-:59].[NH2:1][c:2]1[c:3]([C:10](=[O:11])[N:12]=[C:13]2[NH:14][C:15]3([CH2:16][NH:17]2)[CH2:18][CH2:19][N:20]([C:23](=[O:24])[c:25]2[cH:26][c:27]([S:31](=[O:32])(=[O:33])[NH:34][CH2:35][C:36]4([C:40](=[O:41])[OH:42])[CH2:37][CH2:38][CH2:39]4)[cH:28][cH:29][cH:30]2)[CH2:21][CH2:22]3)[n:4][c:5]([Cl:9])[c:6]([NH2:8])[n:7]1.[Na+:58].[Na+:60].[O:61]=[CH:62][N:63]([CH3:64])[CH3:65]>>[NH2:1][c:2]1[c:3]([C:10](=[O:11])[N:12]=[C:13]2[NH:14][C:15]3([CH2:16][NH:17]2)[CH2:18][CH2:19][N:20]([C:23](=[O:24])[c:25]2[cH:26][c:27]([S:31](=[O:32])(=[O:33])[NH:34][CH2:35][C:36]4([C:40]([O:41][CH2:44][C:45](=[O:46])[N:47]([CH2:48][CH2:49][CH3:50])[CH2:51][CH2:52][CH3:53])=[O:42])[CH2:37][CH2:38][CH2:39]4)[cH:28][cH:29][cH:30]2)[CH2:21][CH2:22]3)[n:4][c:5]([Cl:9])[c:6]([NH2:8])[n:7]1. Starting materials: Cl (HCl), NC1=CC=C(C=C1)C1=CC=C(C=C1)C(=O)[C@H]1[C@@H](CCC1)C(=O)OC (methyl trans-2-[(4′-amino-1,1′-biphenyl-4-yl)carbonyl]cyclopentane carboxylate), FC=1C=CC2=C(N=C(O2)S(=O)(=O)C)C1 (5-fluoro-2-(methylsulfonyl)-1,3-benzoxazole), [OH-].[Na+] (NaOH). Solvent: CO (methanol), ClC(C)Cl (dichloroethane). Run at temperature 85 celsius. Yields the product FC=1C=CC2=C(N=C(O2)NC2=CC=C(C=C2)C2=CC=C(C=C2)C(=O)C2C(CCC2)C(=O)O)C1 (2-({4′-[(5-fluoro-1,3-benzoxazol-2-yl)amino]-1,1′-biphenyl-4-yl}carbonyl)cyclopentanecarboxylic acid). Yield: 31.7%. RXN SMILES: [NH2:1][C:2]1[CH:7]=[CH:6][C:5]([C:8]2[CH:13]=[CH:12][C:11]([C:14]([C@@H:16]3[CH2:20][CH2:19][CH2:18][C@H:17]3[C:21]([O:23]C)=[O:22])=[O:15])=[CH:10][CH:9]=2)=[CH:4][CH:3]=1.[F:25][C:26]1[CH:27]=[CH:28][C:29]2[O:33][C:32](S(C)(=O)=O)=[N:31][C:30]=2[CH:38]=1.[OH-].[Na+].Cl>ClC(Cl)C.CO>[F:25][C:26]1[CH:27]=[CH:28][C:29]2[O:33][C:32]([NH:1][C:2]3[CH:3]=[CH:4][C:5]([C:8]4[CH:13]=[CH:12][C:11]([C:14]([CH:16]5[CH2:20][CH2:19][CH2:18][CH:17]5[C:21]([OH:23])=[O:22])=[O:15])=[CH:10][CH:9]=4)=[CH:6][CH:7]=3)=[N:31][C:30]=2[CH:38]=1 |f:2.3|. Procedure: To a solution of methyl trans-2-[(4′-amino-1,1′-biphenyl-4-yl)carbonyl]cyclopentane carboxylate (100 mg, 0.31 mmol) in dichloroethane (3 mL), 5-fluoro-2-(methylsulfonyl)-1,3-benzoxazole (80 mg, 0.37 mmol) was added and the mixture was heated at 85° C. overnight. The solvent was removed by rotary evaporation, and the residue was redissolved in DMF (5 mL). A solution of 1 N aqueous NaOH (0.93 mL, 0.93 mmol) was added and the mixture was heated at 65° C. overnight. A solution of 1 N aqueous HCl (0.... Starting materials: [H-].[Na+] (sodium hydride), C(C)(C)(C)OC(=O)N1C[C@H](CC1)OC1=CC=C(C=C1)C(C(=O)OC)CC=1NC2=CC=C(C=C2C1)C#N (methyl 2-[4-[((3S)-1-tert-butoxycarbonyl-3-pyrrolidinyl)oxy]phenyl]-3-(5-cyano-2-indolyl)propionate), CI (methyl iodide). Run in C1(=CC=CC=C1)C.C(C)(=O)OCC (toluene ethyl acetate), CN(C=O)C (N,N-dimethyl-formamide). Run at time 10 minute. The product is C(C)(C)(C)OC(=O)N1C[C@H](CC1)OC1=CC=C(C=C1)C(C(=O)OC)CC=1N(C2=CC=C(C=C2C1)C#N)C (methyl 2-[4-[((3S)-1-tert-butoxycarbonyl-3-pyrrolidinyl)oxy]phenyl]-3-(5-cyano-1-methyl-2-indolyl)propionate). Reaction SMILES: [C:1]([O:5][C:6]([N:8]1[CH2:12][CH2:11][C@H:10]([O:13][C:14]2[CH:19]=[CH:18][C:17]([CH:20]([CH2:25][C:26]3[NH:27][C:28]4[C:33]([CH:34]=3)=[CH:32][C:31]([C:35]#[N:36])=[CH:30][CH:29]=4)[C:21]([O:23][CH3:24])=[O:22])=[CH:16][CH:15]=2)[CH2:9]1)=[O:7])([CH3:4])([CH3:3])[CH3:2].[H-].[Na+].[CH3:39]I>CN(C)C=O.C1(C)C=CC=CC=1.C(OCC)(=O)C>[C:1]([O:5][C:6]([N:8]1[CH2:12][CH2:11][C@H:10]([O:13][C:14]2[CH:15]=[CH:16][C:17]([CH:20]([CH2:25][C:26]3[N:27]([CH3:39])[C:28]4[C:33]([CH:34]=3)=[CH:32][C:31]([C:35]#[N:36])=[CH:30][CH:29]=4)[C:21]([O:23][CH3:24])=[O:22])=[CH:18][CH:19]=2)[CH2:9]1)=[O:7])([CH3:4])([CH3:2])[CH3:3] |f:1.2,5.6|. Procedure: 3.0 g of methyl 2-[4-[((3S)-1-tert-butoxycarbonyl-3-pyrrolidinyl)oxy]phenyl]-3-(5-cyano-2-indolyl)propionate was dissolved in 30 ml of N,N-dimethyl-formamide, and then stirred under ice cooling. 270 mg of 60% sodium hydride was added to the above solution, and the stirring was continued for 10 minutes. The resulting reaction solution was mixed with 0.4 ml of methyl iodide, and the mixture was stirred at room temperature for 1 hour. The thus treated reaction solution was diluted with a toluene/et...